From a dataset of the Open Reaction Database (ORD), a public repository of structured organic reaction records. describe an organic reaction: reactants, conditions, products, and yield Reactants: CC(CONC(=O)c1c(Nc2ccc(I)cc2F)c2cnccc2n1C)O[Si](C)(C)C(C)(C)C, CCCC[N+](CCCC)(CCCC)CCCC, C1CCOC1, [F-]. The product is CC(O)CONC(=O)c1c(Nc2ccc(I)cc2F)c2cnccc2n1C. RXN SMILES: [C:19]([Si:20]([CH3:21])([CH3:22])[O:24][CH:25]([CH2:26][O:27][NH:28][C:29](=[O:30])[c:31]1[c:32]([NH:41][c:42]2[c:43]([F:49])[cH:44][c:45]([I:48])[cH:46][cH:47]2)[c:33]2[cH:34][n:35][cH:36][cH:37][c:38]2[n:39]1[CH3:40])[CH3:50])([CH3:23])([CH3:51])[CH3:52].[CH2:2]([N+:3]([CH2:4][CH2:5][CH2:6][CH3:7])([CH2:8][CH2:9][CH2:10][CH3:11])[CH2:12][CH2:13][CH2:14][CH3:15])[CH2:16][CH2:17][CH3:18].[CH2:53]1[O:54][CH2:55][CH2:56][CH2:57]1.[F-:1]>>[OH:24][CH:25]([CH2:26][O:27][NH:28][C:29](=[O:30])[c:31]1[c:32]([NH:41][c:42]2[c:43]([F:49])[cH:44][c:45]([I:48])[cH:46][cH:47]2)[c:33]2[cH:34][n:35][cH:36][cH:37][c:38]2[n:39]1[CH3:40])[CH3:50]. Starting materials: solution, C(CCC)[Li] (n-butyl lithium), C(C)OC(CC1=CC=C(C=C1)OCCCN(C)C)=O ([4-(3-dimethylamino-propoxy)-phenyl]-acetic acid ethyl ester), [4-(3-Dimethylamino-propxy)-phenyl]-acetic acid ethyl ester, lithium anion, C(C)#N (acetonitrile), C(C)#N (acetonitrile), ( g ). Run in C1CCCCC1 (cyclohexane), C1CCOC1 (THF). Conditions: temperature -78 celsius, time 1.5 hour. Product: nitrile, CN(CCCOC1=CC=C(C=C1)CC(CC#N)=O)C (4-[4-(3-dimethylamino-propoxy)-phenyl)-3-oxo-butyronitrile). As a reaction SMILES: [C:1](#[N:3])[CH3:2].C([Li])CCC.C(O[C:12](=[O:27])[CH2:13][C:14]1[CH:19]=[CH:18][C:17]([O:20][CH2:21][CH2:22][CH2:23][N:24]([CH3:26])[CH3:25])=[CH:16][CH:15]=1)C>C1COCC1.C1CCCCC1>[CH3:26][N:24]([CH3:25])[CH2:23][CH2:22][CH2:21][O:20][C:17]1[CH:16]=[CH:15][C:14]([CH2:13][C:12](=[O:27])[CH2:2][C:1]#[N:3])=[CH:19][CH:18]=1. Procedure details: The [4-(3-Dimethylamino-propxy)-phenyl]-acetic acid ethyl ester is then condensed with the lithium anion of acetonitrile by the following method: A solution of dry acetonitrile (0.627 mL) in 20 mL of THF, that had been cooled in a dry ice-acetone bath for 2 h under Ar(g), is treated dropwise with 6 mL of a 2M solution of n-butyl lithium in cyclohexane. This mixture is allowed to stir at −78° C. for an additional 1.5 h, and is subsequently treated with 2.45 gms. of [4-(3-dimethylamino-propoxy)-ph... Starting materials: ClC1=C2N=CNC2=NC(=N1)N (6-chloro-9H-purin-2-ylamine), CCN(C(C)C)C(C)C (DIPEA), FC=1C=CC2=C(N(C(=N2)[C@H](C)N)C2=CC=CC=C2)C1 ((S)-1-(6-fluoro-1-phenyl-1H-benzoimidazol-2-yl)ethylamine). The solvent is C(CCC)O (n-butanol), CO (MeOH). Product: FC=1C=CC2=C(N(C(=N2)[C@H](C)NC2=C3N=CNC3=NC(=N2)N)C2=CC=CC=C2)C1 ((S)—N6-(1-(6-fluoro-1-phenyl-1H-benzo[d]imidazol-2-yl)ethyl)-9H-purine-2,6-diamine). Yield: 23.0%. Reaction SMILES: [F:1][C:2]1[CH:3]=[CH:4][C:5]2[N:9]=[C:8]([C@@H:10]([NH2:12])[CH3:11])[N:7]([C:13]3[CH:18]=[CH:17][CH:16]=[CH:15][CH:14]=3)[C:6]=2[CH:19]=1.Cl[C:21]1[N:29]=[C:28]([NH2:30])[N:27]=[C:26]2[C:22]=1[N:23]=[CH:24][NH:25]2.CCN(C(C)C)C(C)C>C(O)CCC.CO>[F:1][C:2]1[CH:3]=[CH:4][C:5]2[N:9]=[C:8]([C@@H:10]([NH:12][C:21]3[N:29]=[C:28]([NH2:30])[N:27]=[C:26]4[C:22]=3[N:23]=[CH:24][NH:25]4)[CH3:11])[N:7]([C:13]3[CH:14]=[CH:15][CH:16]=[CH:17][CH:18]=3)[C:6]=2[CH:19]=1. Reported procedure: A mixture of (S)-1-(6-fluoro-1-phenyl-1H-benzoimidazol-2-yl)ethylamine.2HCl (195 mg, 0.59 mmol), 6-chloro-9H-purin-2-ylamine (106 mg, 0.62 mmol) and DIPEA (415 μL, 2.38 mmol) in n-butanol (1 mL) was heated at 100° C. in a sealed vial for 24 h. After cooling to RT, the reaction mixture was diluted with MeOH and loaded onto an Isolute® SCX-2 cartridge. The cartridge was washed with MeOH followed by 2M NH3/MeOH. The basic fractions were combined, concentrated in vacuo and the resulting residue puri... Starting materials: B, Cc1cc2c(cc1C)N(C)C(=O)c1cscc1N2, CO, Cl, [Na+], C1CCOC1, [OH-], O. The product is Cc1cc2c(cc1C)N(C)Cc1cscc1N2. As a reaction SMILES: [BH3:19].[CH3:1][c:2]1[cH:3][c:4]2[c:5]([cH:16][c:17]1[CH3:18])[N:6]([CH3:15])[C:7](=[O:14])[c:8]1[c:9]([cH:11][s:12][cH:13]1)[NH:10]2.[CH3:29][OH:30].[ClH:20].[Na+:22].[O:23]1[CH2:24][CH2:25][CH2:26][CH2:27]1.[OH-:21].[OH2:28]>>[CH3:1][c:2]1[cH:3][c:4]2[c:5]([cH:16][c:17]1[CH3:18])[N:6]([CH3:15])[CH2:7][c:8]1[c:9]([cH:11][s:12][cH:13]1)[NH:10]2. RXN SMILES: [N:1]1([C:14]([O:16][CH2:17][C:18]2[CH:23]=[CH:22][CH:21]=[CH:20][CH:19]=2)=[O:15])[CH2:13][CH2:12][CH2:11][C@H:2]1[C:3]([NH:5][C@H:6]([C:8]([OH:10])=O)[CH3:7])=[O:4].[NH2:24][C@H:25]([C:27]([NH:29][CH2:30][CH3:31])=[O:28])[CH3:26]>>[N:1]1([C:14]([O:16][CH2:17][C:18]2[CH:23]=[CH:22][CH:21]=[CH:20][CH:19]=2)=[O:15])[CH2:13][CH2:12][CH2:11][C@H:2]1[C:3]([NH:5][C@H:6]([C:8]([NH:24][C@H:25]([C:27]([NH:29][CH2:30][CH3:31])=[O:28])[CH3:26])=[O:10])[CH3:7])=[O:4]. Product: N1([C@H](C(=O)N[C@@H](C)C(=O)N[C@@H](C)C(=O)NCC)CCC1)C(=O)OCC1=CC=CC=C1 (Z-Pro-Ala-Ala-NH-Et). Reported procedure: The condensation of Z-Pro-Ala with Ala-NH-Et by the procedure in Example 7 yields Z-Pro-Ala-Ala-NH-Et; m.p. 219°-220° C. from 2-propanol--AcOEt); (α)D20 =-36.2°; c=0.2 (dimethylformamide). This intermediate is successively converted, as described in Example 2, into (1) BOC-Asp(Obzl)-Pro-Ala-Ala-NH-Et, m.p. 133°-136° C. (AcOEt--petroleum ether), (α)D20 =-61.1°, c=0.2 (MeOH); (2) Asp(OBzl)-Pro-Ala-Ala-NH-Et.HCl, m.p. 189°-193° C. (MeOH--Et2O), and (3) Ac-Asp(OBzl(-Pro-Ala-Ala-NH-Et, m.p. 191°-193°... Starting materials: N1([C@H](C(=O)N[C@@H](C)C(=O)O)CCC1)C(=O)OCC1=CC=CC=C1 (Z-Pro-Ala), N[C@@H](C)C(=O)NCC (Ala-NH-Et).